This data is from the Open Reaction Database (ORD), a public repository of structured organic reaction records. The task is: describe an organic reaction: reactants, conditions, products, and yield The reactants are ClC1=NC=CC(=N1)C1=C(N=C(S1)C(C)C)C=1C=CC(=C(C1)NS(=O)(=O)C1CC1)F (N-{5-[5-(2-chloro-4-pyrimidinyl)-2-(1-methylethyl)-1,3-thiazol-4-yl]-2-fluorophenyl}cyclopropanesulfonamide), NCCS(=O)(=O)C (2-aminoethyl-methyl-sulfone). Yields the product FC1=C(C=C(C=C1)C=1N=C(SC1C1=NC(=NC=C1)NCCS(=O)(=O)C)C(C)C)NS(=O)(=O)C1CC1 (N-{2-Fluoro-5-[2-(1-methylethyl)-5-(2-{[2-(methylsulfonyl)ethyl]amino}-4-pyrimidinyl)-1,3-thiazol-4-yl]phenyl}cyclopropanesulfonamide). Reaction SMILES: Cl[C:2]1[N:7]=[C:6]([C:8]2[S:12][C:11]([CH:13]([CH3:15])[CH3:14])=[N:10][C:9]=2[C:16]2[CH:17]=[CH:18][C:19]([F:29])=[C:20]([NH:22][S:23]([CH:26]3[CH2:28][CH2:27]3)(=[O:25])=[O:24])[CH:21]=2)[CH:5]=[CH:4][N:3]=1.[NH2:30][CH2:31][CH2:32][S:33]([CH3:36])(=[O:35])=[O:34]>>[F:29][C:19]1[CH:18]=[CH:17][C:16]([C:9]2[N:10]=[C:11]([CH:13]([CH3:15])[CH3:14])[S:12][C:8]=2[C:6]2[CH:5]=[CH:4][N:3]=[C:2]([NH:30][CH2:31][CH2:32][S:33]([CH3:36])(=[O:35])=[O:34])[N:7]=2)=[CH:21][C:20]=1[NH:22][S:23]([CH:26]1[CH2:28][CH2:27]1)(=[O:25])=[O:24]. Procedure: Following a procedure analogous to the procedure described in Example 1 using N-{5-[5-(2-chloro-4-pyrimidinyl)-2-(1-methylethyl)-1,3-thiazol-4-yl]-2-fluorophenyl}cyclopropanesulfonamide (80 mg, 0.177 mmol) and 2-aminoethyl-methyl-sulfone (174 mg, 1.413 mmol) the title compound was obtained as a white solid (49 mg, 51% yield). 1H NMR (400 MHz, DMSO-d6) δ ppm 9.70 (s, 1H), 8.13 (d, J=4.8 Hz, 1H), 7.50 (dd, J=7.6, 1.6 Hz, 1H), 7.44 (t, J=4.9 Hz, 1H), 7.25-7.41 (m, 2H), 6.33 (d, J=4.5 Hz, 1H), 3.62 ... The solvent is C(Cl)(Cl)Cl (chloroform), C(Cl)(Cl)Cl (chloroform). Procedure details: A mixture of 0.836 g (0.5 mmole) of m-chloroperbenzoic acid and 70 ml of chloroform was added to a mixture of 0.772 g (2.0 mmoles) of 1α,2α-epoxy-21,21-dimethoxy-20-methylpregna-4,6-dien-3-one and 20 ml of chloroform and the whole mixture was stirred at room temperature for 1 day. The reaction mixture thus obtained was worked up in the same manner as Example 7 to recover 0.498 g of 1α,2α;6α,7α-diepoxy-21,21-dimethoxy-20-methylpregn-4-en-3-one (yield: 62%). Isolated yield 62.0%. Reaction SMILES: ClC1C=CC=C(C(OO)=[O:9])C=1.[O:12]1[C@H:14]2[C:15](=[O:39])[CH:16]=[C:17]3[C@:36]([CH3:37])([C@@H:13]12)[C@@H:35]1[C@H:20]([C@H:21]2[C@:32]([CH3:38])([CH2:33][CH2:34]1)[C@@H:24]([CH:25]([CH3:31])[CH:26]([O:29][CH3:30])[O:27][CH3:28])[CH2:23][CH2:22]2)[CH:19]=[CH:18]3>C(Cl)(Cl)Cl>[O:12]1[C:14]2=[C:13]3[C@:36]([CH3:37])([CH2:17][CH2:16][C:15]2=[O:39])[C@@H:35]2[C@H:20]([C@H:21]4[C@:32]([CH3:38])([CH2:33][CH2:34]2)[C@@H:24]([CH:25]([CH3:31])[CH:26]([O:29][CH3:30])[O:27][CH3:28])[CH2:23][CH2:22]4)[C@@H:19]2[O:9][C@:18]123. The product is O1[C@@]23[C@H]([C@H]4[C@@H]5CC[C@H](C(C(OC)OC)C)[C@]5(CC[C@@H]4[C@]4(CCC(C1=C24)=O)C)C)O3 (6α,7α-diepoxy-21,21-dimethoxy-20-methylpregn-4-en-3-one). Reaction conditions: time 1 day. Reactants: O1[C@H]2[C@@H]1C(C=C1C=C[C@H]3[C@@H]4CC[C@H](C(C(OC)OC)C)[C@]4(CC[C@@H]3[C@@]21C)C)=O (1α,2α-epoxy-21,21-dimethoxy-20-methylpregna-4,6-dien-3-one), ClC1=CC(=CC=C1)C(=O)OO (m-chloroperbenzoic acid). Reactants: NC1=CC=C(C=CC(=O)OCC)C=C1 (ethyl 4-aminocinnamate), COC1OC(CC1)OC (2,5-dimethoxytetrahydrofuran), C (methane). The solvent is C1(=CC=CC=C1)C (toluene), C(C)(=O)O (acetic acid). Product: N1(C=CC=C1)C1=CC=C(C=CC(=O)OCC)C=C1 (ethyl 4-(1-pyrrolyl)cinnamate). RXN SMILES: [NH2:1][C:2]1[CH:14]=[CH:13][C:5]([CH:6]=[CH:7][C:8]([O:10][CH2:11][CH3:12])=[O:9])=[CH:4][CH:3]=1.CO[CH:17]1[CH2:21][CH2:20][CH:19](OC)O1.C>C1(C)C=CC=CC=1.C(O)(=O)C>[N:1]1([C:2]2[CH:3]=[CH:4][C:5]([CH:6]=[CH:7][C:8]([O:10][CH2:11][CH3:12])=[O:9])=[CH:13][CH:14]=2)[CH:17]=[CH:21][CH:20]=[CH:19]1. Reported procedure: A solution of ethyl 4-aminocinnamate (1 g) and 2,5-dimethoxytetrahydrofuran (0.677 ml) in toluene (3 ml) and acetic acid (3 ml) was refluxed for 5 hours with removing methane. After cooling, the mixture was washed with water twice and saturated sodium bicarbonate solution, dried over anhydrous magnesium sulfate. The solvent was evaporated in vacuo. The residue was purified with column chromatography eluting with n-hexane-ethyl acetate to give ethyl 4-(1-pyrrolyl)cinnamate (740 mg) as colorless c... The reactants are [C-]#N.[Na+] (sodium cyanide), NC1=C(C(=C(C=2C(C3=CC=CC=C3C(C12)=O)=O)N)Cl)Cl (1,4-diamino-2,3-dichloroanthraquinone), CN(C=O)C (dimethylformamide), [Cl-].[NH4+] (ammonium chloride). Reaction conditions: temperature 120 celsius. Product: NC1=C(C(=C(C=2C(C3=CC=CC=C3C(C12)=O)=O)N)C#N)C#N (1,4-diaminoanthraquinone-2,3-dinitrile). As a reaction SMILES: [NH2:1][C:2]1[C:15]2[C:14](=[O:16])[C:13]3[C:8](=[CH:9][CH:10]=[CH:11][CH:12]=3)[C:7](=[O:17])[C:6]=2[C:5]([NH2:18])=[C:4](Cl)[C:3]=1Cl.[C-:21]#[N:22].[Na+].[Cl-].[NH4+].C[N:27]([CH3:30])C=O>>[NH2:1][C:2]1[C:15]2[C:14](=[O:16])[C:13]3[C:8](=[CH:9][CH:10]=[CH:11][CH:12]=3)[C:7](=[O:17])[C:6]=2[C:5]([NH2:18])=[C:4]([C:21]#[N:22])[C:3]=1[C:30]#[N:27] |f:1.2,3.4|. Procedure details: 31 parts of 1,4-diamino-2,3-dichloroanthraquinone is introduced into 280 parts by volume of dimethylformamide and the whole is heated to 120° C. At this temperature 30 parts of sodium cyanide is introduced in about five minutes, the supply of heat being decreased because the temperature is maintained by the heat of reaction. After a short time the exothermic reaction ceases and the whole is heated at 125° to 130° C. for about another 35 minutes. After this period the whole of the starting materi... Starting materials: CCOC(=O)C(C)(C)Oc1ccc(O)cc1C, FC(F)(F)c1ccc(-c2ncc(CCl)c(C3CC3)n2)cc1. Yields the product CCOC(=O)C(C)(C)Oc1ccc(OCc2cnc(-c3ccc(C(F)(F)F)cc3)nc2C2CC2)cc1C. As a reaction SMILES: [CH2:1]([CH3:2])[O:3][C:4]([C:5]([CH3:6])([CH3:7])[O:8][c:9]1[c:10]([CH3:16])[cH:11][c:12]([OH:15])[cH:13][cH:14]1)=[O:17].[Cl:18][CH2:19][c:20]1[c:21]([CH:36]2[CH2:37][CH2:38]2)[n:22][c:23](-[c:26]2[cH:27][cH:28][c:29]([C:32]([F:33])([F:34])[F:35])[cH:30][cH:31]2)[n:24][cH:25]1>>[CH2:1]([CH3:2])[O:3][C:4]([C:5]([CH3:6])([CH3:7])[O:8][c:9]1[c:10]([CH3:16])[cH:11][c:12]([O:15][CH2:19][c:20]2[c:21]([CH:36]3[CH2:37][CH2:38]3)[n:22][c:23](-[c:26]3[cH:27][cH:28][c:29]([C:32]([F:33])([F:34])[F:35])[cH:30][cH:31]3)[n:24][cH:25]2)[cH:13][cH:14]1)=[O:17]. Starting materials: [BH4-], CO, [Na+], O=C1CCCc2ncccc21. Yields the product OC1CCCc2ncccc21. Reaction SMILES: [BH4-:12].[CH3:14][OH:15].[Na+:13].[n:1]1[cH:2][cH:3][cH:4][c:5]2[c:10]1[CH2:9][CH2:8][CH2:7][C:6]2=[O:11]>>[n:1]1[cH:2][cH:3][cH:4][c:5]2[c:10]1[CH2:9][CH2:8][CH2:7][CH:6]2[OH:11]. The reactants are CC(C(=O)C1=CC=C(C(=O)O)C=C1)CCCCCC (4-(2-methyloctanoyl) benzoic acid), C1=CC(=CC=C1C2=CC=C(C=C2)O)O (p,p'-biphenol), C1(CCCCC1)N=C=NC1CCCCC1 (N,N'-dicyclohexyl-carbodiimide). Run in N1=CC=CC=C1 (pyridine). Run at time 6 hour. Yields the product CC(C(=O)C1=CC=C(C(=O)O)C=C1)CCCCCC.OC1=CC=C(C=C1)C1=CC=CC=C1 (4-(2-methyloctanoyl) benzoic acid 4-hydroxy biphenyl). Isolated yield 48.7%. As a reaction SMILES: [CH3:1][CH:2]([CH2:14][CH2:15][CH2:16][CH2:17][CH2:18][CH3:19])[C:3]([C:5]1[CH:13]=[CH:12][C:8]([C:9]([OH:11])=[O:10])=[CH:7][CH:6]=1)=[O:4].[CH:20]1[C:25]([C:26]2[CH:31]=[CH:30][C:29]([OH:32])=[CH:28][CH:27]=2)=[CH:24][CH:23]=[C:22](O)[CH:21]=1.C1(N=C=NC2CCCCC2)CCCCC1>N1C=CC=CC=1>[CH3:1][CH:2]([CH2:14][CH2:15][CH2:16][CH2:17][CH2:18][CH3:19])[C:3]([C:5]1[CH:13]=[CH:12][C:8]([C:9]([OH:11])=[O:10])=[CH:7][CH:6]=1)=[O:4].[OH:32][C:29]1[CH:28]=[CH:27][C:26]([C:25]2[CH:20]=[CH:21][CH:22]=[CH:23][CH:24]=2)=[CH:31][CH:30]=1 |f:4.5|. Reported procedure: Into a flask were charged 151.0 mg (0.58 mmol) of 4-(2-methyloctanoyl) benzoic acid, 321.3 mg (1.74 mmol) of p,p'-biphenol, N,N'-dicyclohexyl-carbodiimide (0.66 mmol) and 6 ml of dried pyridine, which was stirred at room temperature for 6 hours. The resulting solid was filtered off and the solvent was distilled off, and the resulting oily matter was purified by a column chromatography of silica gel to obtain 122.3 mg (yield 49%) of 4-(2-methyloctanoyl) benzoic acid-4-hydroxy biphenyl. Starting materials: O=C(O)CCSc1cccc(Br)c1, O, O=S(=O)(O)O. The product is O=C1CCSc2cc(Br)ccc21. As a reaction SMILES: [Br:1][c:2]1[cH:3][c:4]([S:8][CH2:9][CH2:10][C:11](=[O:12])[OH:13])[cH:5][cH:6][cH:7]1.[OH2:19].[S:14](=[O:15])(=[O:16])([OH:17])[OH:18]>>[Br:1][c:2]1[cH:3][c:4]2[c:5]([cH:6][cH:7]1)[C:11](=[O:13])[CH2:10][CH2:9][S:8]2. The reactants are CC(CNC(=O)[C@@H]1N(CCN(C1)C(=O)OC(C)(C)C)C(=O)OC(C)(C)C)C (di-tert-butyl (2R)-2-((2-methylpropyl)carbamoyl)-1,4-piperazinedicarboxylate), B.C1CCOC1 (BH3.THF), C1CCOC1 (THF). Run in CO (MeOH). Conditions: temperature 50 celsius. Product: CC(CNC[C@@H]1N(CCN(C1)C(=O)OC(C)(C)C)C(=O)OC(C)(C)C)C (di-tert-butyl (2S)-2-(((2-methylpropyl)amino)methyl)-1,4-piperazinedicarboxylate). Isolated yield 54.9%. As a reaction SMILES: [CH3:1][CH:2]([CH3:27])[CH2:3][NH:4][C:5]([C@H:7]1[CH2:12][N:11]([C:13]([O:15][C:16]([CH3:19])([CH3:18])[CH3:17])=[O:14])[CH2:10][CH2:9][N:8]1[C:20]([O:22][C:23]([CH3:26])([CH3:25])[CH3:24])=[O:21])=O.B.C1COCC1.C1COCC1>CO>[CH3:1][CH:2]([CH3:27])[CH2:3][NH:4][CH2:5][C@H:7]1[CH2:12][N:11]([C:13]([O:15][C:16]([CH3:17])([CH3:18])[CH3:19])=[O:14])[CH2:10][CH2:9][N:8]1[C:20]([O:22][C:23]([CH3:24])([CH3:26])[CH3:25])=[O:21] |f:1.2|. Procedure: A 500-mL round-bottomed flask was charged with di-tert-butyl (2R)-2-((2-methylpropyl)carbamoyl)-1,4-piperazinedicarboxylate (1.77 g, 4.60 mmol), BH3.THF (1.0 M in THF, 13.8 mL, 13.8 mmol, Sigma-Aldrich, St. Louis, Mo.) and THF (60 mL). The reaction mixture was heated at 50° C. for 12 h. The mixture was allowed to cool to room temperature and then MeOH was added until the bubbling ceased. The reaction mixture was concentrated and the crude product was purified by silica gel chromatography (100 g ...